The task is: describe an organic reaction: reactants, conditions, products, and yield. This data is from the Open Reaction Database (ORD), a public repository of structured organic reaction records. The reactants are S(O)(O)(=O)=O (sulfuric acid), NC1=CC=CC=C1 (aniline), C(C)O (ethanol), C(CC(C)C)ON=O (isoamylnitrite). Run in C(C)OCC (ethyl ether). Yields the product S([O-])([O-])(=O)=O.C1(=CC=CC=C1)[N+]#N.C1(=CC=CC=C1)[N+]#N (benzenediazonium sulfuric acid salt). RXN SMILES: [S:1](=[O:5])(=[O:4])([OH:3])[OH:2].[NH2:6][C:7]1[CH:12]=[CH:11][CH:10]=[CH:9][CH:8]=1.C(O)C.C(O[N:22]=O)CC(C)C>C(OCC)C>[S:1](=[O:3])(=[O:2])([O-:5])[O-:4].[C:7]1([N+:6]#[N:22])[CH:12]=[CH:11][CH:10]=[CH:9][CH:8]=1.[C:7]1([N+:6]#[N:22])[CH:12]=[CH:11][CH:10]=[CH:9][CH:8]=1 |f:5.6.7|. Procedure: Concentrated sulfuric acid (50 mL, 96%) was slowly dropped into a solution of aniline (30 g. 0.32 mol) ill ethanol (280 mL) until the white precipitate newly formed disappeared again at 0-5° C. To this mixture, isoamylnitrite (40 g, 0.34 mol) was slowly added with stirring. An equal volume of ethyl ether was added to precipitate the product. The mixture was filtered and the residue washed with ethanol:ether (1:1, v/v) to provide a crude greenish solid of benzenediazonium sulfuric acid salt for t... The reactants are C(#N)C1=CC=C(OC=2C=C(C(=O)O)C=C(C2)OC2=CC=C(C=C2)C#N)C=C1 (3,5-bis-(4-cyano-phenoxy)-benzoic acid), C(C)NCC (diethyl-amine). The product is C(#N)C1=CC=C(OC=2C=C(C(=O)N(CC)CC)C=C(C2)OC2=CC=C(C=C2)C#N)C=C1 (3,5-Bis-(4-cyano-phenoxy)-N,N-diethyl-benzamide). The yield is 72.3%. RXN SMILES: [C:1]([C:3]1[CH:27]=[CH:26][C:6]([O:7][C:8]2[CH:9]=[C:10]([CH:14]=[C:15]([O:17][C:18]3[CH:23]=[CH:22][C:21]([C:24]#[N:25])=[CH:20][CH:19]=3)[CH:16]=2)[C:11]([OH:13])=O)=[CH:5][CH:4]=1)#[N:2].[CH2:28]([NH:30][CH2:31][CH3:32])[CH3:29]>>[C:1]([C:3]1[CH:4]=[CH:5][C:6]([O:7][C:8]2[CH:9]=[C:10]([CH:14]=[C:15]([O:17][C:18]3[CH:19]=[CH:20][C:21]([C:24]#[N:25])=[CH:22][CH:23]=3)[CH:16]=2)[C:11]([N:30]([CH2:31][CH3:32])[CH2:28][CH3:29])=[O:13])=[CH:26][CH:27]=1)#[N:2]. Procedure: Following the procedure of Example 5(c) 3,5-bis-(4-cyano-phenoxy)-benzoic acid 1.2 g (3.36 mmol) and diethyl-amine (0.245 g, 3.36 mmol) were used to afford 1.0 g of the required product. 1H NMR (DMSO-d6): δ 1.15 (6H, m), 3.22 (2H, m), 3.40 (2H, m), 6.94 (2H, d), 7.05 (1H, t), 7.25 (2H, d), 7.88 (2H, d).